This data is from the Open Reaction Database (ORD), a public repository of structured organic reaction records. The task is: describe an organic reaction: reactants, conditions, products, and yield Reactants: COC(\C(\C#N)=C\C1=C(C(=CC=C1)C)C)OC ((2E)-2-[bis(methyloxy)methyl]-3-(2,3-dimethylphenyl)-2-propenenitrile), Cl (HCl), CC1=C(C=CC=C1C)CC(C#N)C(OC)OC (2-[(2,3-dimethylphenyl)methyl]-3,3-bis(methyloxy)propanenitrile), O.NN (hydrazine monohydrate). The reagents and catalysts are [Pd] (Pd/C). The solvent is CO (methanol), C(C)O (ethanol). Run at temperature 100 celsius, time 8 hour. Product: CC1=C(CC=2C(=NNC2)N)C=CC=C1C (4-(2,3-dimethylbenzyl)-1H-pyrazol-3-amine). Reaction SMILES: CO[CH:3](OC)/[C:4](=[CH:7]/[C:8]1[CH:13]=[CH:12][CH:11]=[C:10]([CH3:14])[C:9]=1[CH3:15])/[C:5]#[N:6].CC1C(C)=CC=CC=1CC(C(OC)OC)C#N.O.[NH2:36][NH2:37].Cl>CO.C(O)C.[Pd]>[CH3:15][C:9]1[C:10]([CH3:14])=[CH:11][CH:12]=[CH:13][C:8]=1[CH2:7][C:4]1[C:5]([NH2:6])=[N:36][NH:37][CH:3]=1 |f:2.3|. Procedure details: The suspension of (2E)-2-[bis(methyloxy)methyl]-3-(2,3-dimethylphenyl)-2-propenenitrile (1.55 g, 9.2 mmol) and 10% Pd/C (36 mg, 0.33 mmol) in methanol (25 mL) was hydrogenated using the Parr shaker (23° C., 50 bar) overnight. The catalyst was removed by filtration. Concentration of filtrate gave desire product. (0.26 g, 17%). To a solution of 2-[(2,3-dimethylphenyl)methyl]-3,3-bis(methyloxy)propanenitrile (257 mg, 1.1 mmol) and hydrazine monohydrate (55.1 mg, 1.1 mmol) in ethanol (15 ml) stirred... Yields the product CSc1nccc(-c2c(C=O)nn3ccccc23)n1. Starting materials: CCOC(OCC)c1nn2ccccc2c1-c1ccnc(SC)n1, Cl, C1CCOC1. RXN SMILES: [CH2:1]([O:3][CH:4]([O:2][CH2:22][CH3:23])[c:5]1[n:6][n:7]2[c:8]([cH:9][cH:10][cH:11][cH:12]2)[c:13]1-[c:14]1[n:15][c:16]([S:20][CH3:21])[n:17][cH:18][cH:19]1)[CH3:24].[ClH:25].[O:26]1[CH2:27][CH2:28][CH2:29][CH2:30]1>>[O:3]=[CH:4][c:5]1[n:6][n:7]2[c:8]([cH:9][cH:10][cH:11][cH:12]2)[c:13]1-[c:14]1[n:15][c:16]([S:20][CH3:21])[n:17][cH:18][cH:19]1.